Dataset: the Open Reaction Database (ORD), a public repository of structured organic reaction records. Task: describe an organic reaction: reactants, conditions, products, and yield Starting materials: C=CCOCC(NCC(O)C(Cc1cc(F)cc(F)c1)NC(=O)OCc1ccccc1)c1ccccc1, COCCOC, O. Product: C=CCOCC(NCC(O)C(N)Cc1cc(F)cc(F)c1)c1ccccc1. RXN SMILES: [CH2:1]([CH:2]=[CH2:3])[O:4][CH2:5][CH:6]([c:7]1[cH:8][cH:9][cH:10][cH:11][cH:12]1)[NH:13][CH2:14][CH:15]([CH:16]([CH2:17][c:18]1[cH:19][c:20]([F:25])[cH:21][c:22]([F:24])[cH:23]1)[NH:26][C:27](=[O:28])[O:29][CH2:30][c:31]1[cH:32][cH:33][cH:34][cH:35][cH:36]1)[OH:37].[CH3:38][O:39][CH2:40][CH2:41][O:42][CH3:43].[OH2:44]>>[CH2:1]([CH:2]=[CH2:3])[O:4][CH2:5][CH:6]([c:7]1[cH:8][cH:9][cH:10][cH:11][cH:12]1)[NH:13][CH2:14][CH:15]([CH:16]([CH2:17][c:18]1[cH:19][c:20]([F:25])[cH:21][c:22]([F:24])[cH:23]1)[NH2:26])[OH:37].